From a dataset of the Open Reaction Database (ORD), a public repository of structured organic reaction records. describe an organic reaction: reactants, conditions, products, and yield RXN SMILES: [CH3:29][NH2:30].[CH3:32][CH2:33][OH:34].[CH:35]([OH:36])([CH3:37])[CH3:38].[ClH:31].[c:1]1(-[c:7]2[cH:8][c:9]([Cl:28])[cH:10][c:11]3[cH:12][c:13]([CH2:16][N:17]4[C:18](=[O:19])[c:20]5[c:21]([cH:22][cH:23][cH:24][cH:25]5)[C:26]4=[O:27])[o:14][c:15]23)[cH:2][cH:3][cH:4][cH:5][cH:6]1>>[c:1]1(-[c:7]2[cH:8][c:9]([Cl:28])[cH:10][c:11]3[cH:12][c:13]([CH2:16][NH2:17])[o:14][c:15]23)[cH:2][cH:3][cH:4][cH:5][cH:6]1. Yields the product NCc1cc2cc(Cl)cc(-c3ccccc3)c2o1. Reactants: CN, CCO, CC(C)O, Cl, O=C1c2ccccc2C(=O)N1Cc1cc2cc(Cl)cc(-c3ccccc3)c2o1. The reactants are O (water), O (water), C(O)([O-])=O.[Na+] (sodium hydrogen carbonate), CN(C)C=C1C=2C=CC=CC2C=2NC(C=3N(C21)C=CN3)=O (10-dimethylaminomethylene-5H,10H-imidazo[1,2-a]indeno[1,2-e]pyrazin-4-one). The solvent is Cl (hydrochloric acid), CS(=O)C (dimethyl sulphoxide). Product: OC=C1C=2C=CC=CC2C=2NC(C=3N(C21)C=CN3)=O (10-hydroxymethylene-5H,10H-imidazo[1,2-a]indeno-[1,2-e]pyrazin-4-one). RXN SMILES: CN([CH:4]=[C:5]1[C:17]2[N:16]3[CH:18]=[CH:19][N:20]=[C:15]3[C:14](=[O:21])[NH:13][C:12]=2[C:11]2[CH:10]=[CH:9][CH:8]=[CH:7][C:6]1=2)C.O.C(=O)([O-])[OH:24].[Na+]>Cl.CS(C)=O>[OH:24][CH:4]=[C:5]1[C:17]2[N:16]3[CH:18]=[CH:19][N:20]=[C:15]3[C:14](=[O:21])[NH:13][C:12]=2[C:11]2[CH:10]=[CH:9][CH:8]=[CH:7][C:6]1=2 |f:2.3|. Reported procedure: A solution of 1.4 g of 10-dimethylaminomethylene-5H,10H-imidazo[1,2-a]indeno[1,2-e]pyrazin-4-one in 35 ml of 5N hydrochloric acid is stirred for 30 minutes at a temperature in the region of 25° C. After addition of 60 ml of distilled water and neutralization with 120 ml of saturated aqueous sodium hydrogen carbonate solution, the solid formed is separated out by filtration, washed twice with 60 ml in total of distilled water and air-dried. The product obtained (1.1 g) is dissolved in 120 ml of d...